Dataset: the Open Reaction Database (ORD), a public repository of structured organic reaction records. Task: describe an organic reaction: reactants, conditions, products, and yield Starting materials: [Cl-].[NH4+] (ammonium chloride), Na, C(C)(C)(C)OC(NC1=C(C=C(C=C1)OCOCCOC)C(C(F)(F)F)=O)=O ([4-(2-methoxy-ethoxymethoxy)-2-(2,2,2-trifluoro-acetyl)-phenyl]-carbamic Acid Tert-Butyl Ester), C(CCC)[Li] (n-butyl lithium), C(#C)C1CC1 (ethynyl-cyclopropane). The solvent is C(C)(C)O (isopropanol), C1CCOC1 (THF), C1CCOC1 (THF), ClCCl (dichloromethane). Run at temperature -40 celsius, time 10 minute. Product: C(C)(C)(C)OC(NC1=C(C=C(C=C1)OCOCCOC)C(C#CC1CC1)(C(F)(F)F)O)=O ([2-(3-cyclopropyl-1-hydroxy-1-trifluoromethyl-prop-2-ynyl)-4-(2-methoxy-ethoxymethoxy)-phenyl]-carbamic Acid Tert-Butyl Ester). The yield is 61.0%. RXN SMILES: [C:1]([CH:3]1[CH2:5][CH2:4]1)#[CH:2].C([Li])CCC.[C:11]([O:15][C:16](=[O:37])[NH:17][C:18]1[CH:23]=[CH:22][C:21]([O:24][CH2:25][O:26][CH2:27][CH2:28][O:29][CH3:30])=[CH:20][C:19]=1[C:31](=[O:36])[C:32]([F:35])([F:34])[F:33])([CH3:14])([CH3:13])[CH3:12].[Cl-].[NH4+]>ClCCl.C(O)(C)C.C1COCC1>[C:11]([O:15][C:16](=[O:37])[NH:17][C:18]1[CH:23]=[CH:22][C:21]([O:24][CH2:25][O:26][CH2:27][CH2:28][O:29][CH3:30])=[CH:20][C:19]=1[C:31]([OH:36])([C:32]([F:35])([F:34])[F:33])[C:2]#[C:1][CH:3]1[CH2:5][CH2:4]1)([CH3:14])([CH3:12])[CH3:13] |f:3.4|. Procedure: A solution of 200 μL (2.3 mmol) of ethynyl-cyclopropane in 2 mL of freshly distilled THF was cooled to −40° C. and 1 mL (2.5 mmol) of n-butyl lithium (2.5M in hexane) was added under argon atmosphere. The reaction mixture was allowed to stir at −40° C. for 10 minutes. To the reaction mixture a solution of 400 mg (1.0 mmol) of 6 in 4 mL of freshly distilled THF was added, and the reaction was allowed to stir at −40° C. for 15 minutes. To the reaction mixture 2 mL of isopropanol were added followe... Starting materials: Cl.CN(CCCN=C=NCC)C (1-(3-dimethylaminopropyl)-3-ethylcarbodiimide hydrochloride), ON1N=NC2=C1C=CC=C2 (1-hydroxybenzotriazole), CCN(C(C)C)C(C)C (DIEA), Cl (HCl), C(C)(C)(C)OC(=O)NC1(CC1)C=1NC(=CC1C(=O)OCC)C1=C2N=C(C(=NC2=CC=C1)C)NC1CC1 (ethyl 2-(1-((tert-butoxycarbonyl)amino)cyclopropyl)-5-(3-(cyclopropylamino)-2-methylquinoxalin-5-yl)-1H-pyrrole-3-carboxylate), O[Li].O (LiOH hydrate). Solvent: C(Cl)Cl (DCM), O1CCOCC1 (dioxane), O1CCOCC1 (dioxane), O1CCOCC1 (dioxane), O (water). Reaction conditions: temperature 110 celsius, time 1.5 hour. The product is C1(CC1)NC=1C(=NC2=CC=CC(=C2N1)C1=CC2=C(N1)C1(NC2=O)CC1)C (2′-(3-(cyclopropylamino)-2-methylquinoxalin-5-yl)-1′H-spiro[cyclopropane-1,6′-pyrrolo[3,4-b]pyrrol]-4′(5′H)-one). Isolated yield 63.8%. As a reaction SMILES: C(O[C:6]([NH:8][C:9]1([C:12]2[NH:13][C:14]([C:22]3[CH:31]=[CH:30][CH:29]=[C:28]4[C:23]=3[N:24]=[C:25]([NH:33][CH:34]3[CH2:36][CH2:35]3)[C:26]([CH3:32])=[N:27]4)=[CH:15][C:16]=2C(OCC)=O)[CH2:11][CH2:10]1)=[O:7])(C)(C)C.O[Li].O.Cl.Cl.CN(C)CCCN=C=NCC.ON1C2C=CC=CC=2N=N1.CCN(C(C)C)C(C)C>O1CCOCC1.O.C(Cl)Cl>[CH:34]1([NH:33][C:25]2[C:26]([CH3:32])=[N:27][C:28]3[C:23]([N:24]=2)=[C:22]([C:14]2[NH:13][C:12]4[C:9]5([CH2:11][CH2:10]5)[NH:8][C:6](=[O:7])[C:16]=4[CH:15]=2)[CH:31]=[CH:30][CH:29]=3)[CH2:36][CH2:35]1 |f:1.2,4.5|. Procedure details: A solution of ethyl 2-(1-((tert-butoxycarbonyl)amino)cyclopropyl)-5-(3-(cyclopropylamino)-2-methylquinoxalin-5-yl)-1H-pyrrole-3-carboxylate (325c; 190 mg, 0.39 mmol) in 2 mL of dioxane and 1.5 mL of water was added LiOH hydrate (81 mg, 1.93 mmol) and heated in a microwave at 110° C. for 80 min. It was lyophilized to give a yellow solid. m/z (ESI, +ve) 464.1 (M+H)+. To the yellow solid suspended in 3 mL of dioxane was added 3 mL of 4 N HCl in dioxane and stirred at RT for 1.5 h. The reaction mixt... Starting materials: OCCNC1=C(C=C(C=C1C)C(C(F)(F)F)(C(F)(F)F)O)C (N-(2-hydroxyethyl)-2,6-dimethyl-4-(hexafluoro-2-hydroxy-2-propyl)aniline), O=S(Cl)Cl (SOCl2). Run in C(Cl)(Cl)Cl (CHCl3), CCCCCC (hexane), C(Cl)(Cl)Cl (CHCl3). Yields the product Cl.ClCCNC1=C(C=C(C=C1C)C(C(F)(F)F)(C(F)(F)F)O)C (N-(2-chloroethyl)-2,6-dimethyl-4-(hexafluoro-2-hydroxy-2-propyl)aniline hydrochloride). RXN SMILES: O[CH2:2][CH2:3][NH:4][C:5]1[C:10]([CH3:11])=[CH:9][C:8]([C:12]([OH:21])([C:17]([F:20])([F:19])[F:18])[C:13]([F:16])([F:15])[F:14])=[CH:7][C:6]=1[CH3:22].O=S(Cl)[Cl:25]>C(Cl)(Cl)Cl.CCCCCC>[ClH:25].[Cl:25][CH2:2][CH2:3][NH:4][C:5]1[C:10]([CH3:11])=[CH:9][C:8]([C:12]([OH:21])([C:17]([F:20])([F:19])[F:18])[C:13]([F:16])([F:15])[F:14])=[CH:7][C:6]=1[CH3:22] |f:4.5|. Procedure: Dissolve the N-(2-hydroxyethyl)-2,6-dimethyl-4-(hexafluoro-2-hydroxy-2-propyl)aniline (40.0 g, 0.12 mol) in 300 ml CHCl3. Add a solution of SOCl2 (59.5 g, 0.50) in 100 ml CHCl3. Reflux 16 hours, allow to cool, and dilute with an equal volume of hexane. Filter to give solid, m.p. 190°-196° C. (dec.), N-(2-chloroethyl)-2,6-dimethyl-4-(hexafluoro-2-hydroxy-2-propyl)aniline hydrochloride. The corresponding free base has m.p. 101°-104° C.